From a dataset of the Open Reaction Database (ORD), a public repository of structured organic reaction records. describe an organic reaction: reactants, conditions, products, and yield Reactants: Cc1ccccc1, OC1(c2ccc(-c3ccccc3)cc2)CCCCC1, Cc1ccc(S(=O)(=O)O)cc1. Yields the product C1=C(c2ccc(-c3ccccc3)cc2)CCCC1. Reaction SMILES: [CH3:31][c:32]1[cH:33][cH:34][cH:35][cH:36][cH:37]1.[c:1]1(-[c:7]2[cH:8][cH:9][c:10]([C:13]3([OH:19])[CH2:14][CH2:15][CH2:16][CH2:17][CH2:18]3)[cH:11][cH:12]2)[cH:2][cH:3][cH:4][cH:5][cH:6]1.[c:20]1([CH3:21])[cH:22][cH:23][c:24]([S:25]([OH:26])(=[O:27])=[O:28])[cH:29][cH:30]1>>[c:1]1(-[c:7]2[cH:8][cH:9][c:10]([C:13]3=[CH:14][CH2:15][CH2:16][CH2:17][CH2:18]3)[cH:11][cH:12]2)[cH:2][cH:3][cH:4][cH:5][cH:6]1. The reactants are C1CCOC1, CNC, O=C1CC(c2cc(F)cc(F)c2F)CN1Cc1cnc(Cl)s1, [Li+], [OH-], O, O. Yields the product CN(C)c1ncc(CN2CC(c3cc(F)cc(F)c3F)CC2=O)s1. RXN SMILES: [CH2:29]1[O:30][CH2:31][CH2:32][CH2:33]1.[CH3:23][NH:24][CH3:25].[Cl:1][c:2]1[s:3][c:4]([CH2:7][N:8]2[C:9](=[O:22])[CH2:10][CH:11]([c:13]3[c:14]([F:21])[c:15]([F:20])[cH:16][c:17]([F:19])[cH:18]3)[CH2:12]2)[cH:5][n:6]1.[Li+:27].[OH-:26].[OH2:28].[OH2:34]>>[c:2]1([N:24]([CH3:23])[CH3:25])[s:3][c:4]([CH2:7][N:8]2[C:9](=[O:22])[CH2:10][CH:11]([c:13]3[c:14]([F:21])[c:15]([F:20])[cH:16][c:17]([F:19])[cH:18]3)[CH2:12]2)[cH:5][n:6]1. Reactants: CC(C)n1ncc(Br)c(Br)c1=O, O=C([O-])[O-], CCOc1ccc(CN)cc1, C1COCCO1, Cl, [K+], [K+], O. The product is CCOc1ccc(CNc2cnn(C(C)C)c(=O)c2Br)cc1. Reaction SMILES: [Br:13][c:14]1[c:15](=[O:24])[n:16]([CH:21]([CH3:22])[CH3:23])[n:17][cH:18][c:19]1[Br:20].[C:25](=[O:26])([O-:27])[O-:28].[CH2:2]([CH3:3])[O:4][c:5]1[cH:6][cH:7][c:8]([CH2:9][NH2:10])[cH:11][cH:12]1.[CH2:31]1[O:32][CH2:33][CH2:34][O:35][CH2:36]1.[ClH:1].[K+:29].[K+:30].[OH2:37]>>[CH2:2]([CH3:3])[O:4][c:5]1[cH:6][cH:7][c:8]([CH2:9][NH:10][c:19]2[c:14]([Br:13])[c:15](=[O:24])[n:16]([CH:21]([CH3:22])[CH3:23])[n:17][cH:18]2)[cH:11][cH:12]1.